From a dataset of the Open Reaction Database (ORD), a public repository of structured organic reaction records. describe an organic reaction: reactants, conditions, products, and yield Reactants: [OH-].[Na+] (NaOH), ClC(=O)OCC=C (allyl chloroformate), O (water), CN1CCNCC1 (N-methylpiperazine). The solvent is ClCCl (dichloromethane). Run at time 30 minute. Yields the product C(C=C)OC(=O)N1CCN(CC1)C (4-allyloxycarbonyl-1-methylpiperazine). RXN SMILES: Cl[C:2]([O:4][CH2:5][CH:6]=[CH2:7])=[O:3].[CH3:8][N:9]1[CH2:14][CH2:13][NH:12][CH2:11][CH2:10]1.O.[OH-].[Na+]>ClCCl>[CH2:5]([O:4][C:2]([N:12]1[CH2:13][CH2:14][N:9]([CH3:8])[CH2:10][CH2:11]1)=[O:3])[CH:6]=[CH2:7] |f:3.4|. Procedure details: A solution of allyl chloroformate (15 ml) in dry dichloromethane was added at -20° C. under stirring to a solution of N-methylpiperazine (10 g) in the same solvent. After 30 minutes the temperature was let rise to +15° C. and the reaction mixture was poured into water. The organic layer was discarded, 1N NaOH was added to a pH≥7, and the mixture was extracted with dichloromethane. The CH2Cl2 extracts were dried (MgSO4), evaporated, and the resulting oil distilled 118° C. (at 18 mmHg) to yield 4-... Reactants: C([O-])([O-])=O.[K+].[K+] (potassium carbonate), Cl.C(C1=CC=CC=C1)(C1=CC=CC=C1)(C1=CC=CC=C1)NC=1SC=C(N1)C(C(=O)OCC)=NO (ethyl 2-(2-tritylamino-4-thiazolyl)-2-hydroxyimino-acetate hydrochloride), CN(C=O)C (dimethylformamide), BrCCBr (1,2-dibromoethane). The solvent is C(Cl)Cl (methylene chloride), O (water). Reaction conditions: temperature 20 celsius, time 20 minute. Product: C(C1=CC=CC=C1)(C1=CC=CC=C1)(C1=CC=CC=C1)NC=1SC=C(N1)C(C(=O)OCC)=NOCCBr (ethyl 2-(2-tritylamino-4-thiazolyl)-2-(2-bromoethoxyimino)-acetate), product. RXN SMILES: C(=O)([O-])[O-].[K+].[K+].Cl.[C:8]([NH:27][C:28]1[S:29][CH:30]=[C:31]([C:33](=[N:39][OH:40])[C:34]([O:36][CH2:37][CH3:38])=[O:35])[N:32]=1)([C:21]1[CH:26]=[CH:25][CH:24]=[CH:23][CH:22]=1)([C:15]1[CH:20]=[CH:19][CH:18]=[CH:17][CH:16]=1)[C:9]1[CH:14]=[CH:13][CH:12]=[CH:11][CH:10]=1.CN(C)C=O.[Br:46][CH2:47][CH2:48]Br>C(Cl)Cl.O>[C:8]([NH:27][C:28]1[S:29][CH:30]=[C:31]([C:33](=[N:39][O:40][CH2:48][CH2:47][Br:46])[C:34]([O:36][CH2:37][CH3:38])=[O:35])[N:32]=1)([C:21]1[CH:26]=[CH:25][CH:24]=[CH:23][CH:22]=1)([C:15]1[CH:16]=[CH:17][CH:18]=[CH:19][CH:20]=1)[C:9]1[CH:14]=[CH:13][CH:12]=[CH:11][CH:10]=1 |f:0.1.2,3.4|. Procedure details: 4.14 g of potassium carbonate were added over 3 minutes under argon at room temperature to a mixture of 4.94 g of syn isomer of ethyl 2-(2-tritylamino-4-thiazolyl)-2-hydroxyimino-acetate hydrochloride and 10 ml of dimethylformamide, and after stirring the mixture at 20° C. for 20 minutes, 8.65 ml of 1,2-dibromoethane were added thereto. The mixture was stirred for 30 hours and was poured into 100 ml of distilled water and 20 ml of methylene chloride. The mixture was decanted and the aqueous phas... Starting materials: C1(=CC=CC=C1)[C@@H]1NC(N[C@@H]1C1=CC=CC=C1)=S (cis-4,5-Diphenylimidazolidine-2-thione), ClC=1C=C(CCl)C=CC1 (3-chlorobenzyl chloride). Solvent: CCO (EtOH). The product is Cl.ClC=1C=C(CSC=2N[C@@H]([C@@H](N2)C2=CC=CC=C2)C2=CC=CC=C2)C=CC1 (2-[(3-Chlorobenzyl)thio]-cis-4,5-diphenyl-4,5-dihydro-1H-imidazole hydrochloride). Isolated yield 60.1%. RXN SMILES: [C:1]1([C@H:7]2[C@@H:11]([C:12]3[CH:17]=[CH:16][CH:15]=[CH:14][CH:13]=3)[NH:10][C:9](=[S:18])[NH:8]2)[CH:6]=[CH:5][CH:4]=[CH:3][CH:2]=1.[Cl:19][C:20]1[CH:21]=[C:22]([CH:25]=[CH:26][CH:27]=1)[CH2:23]Cl>CCO>[ClH:19].[Cl:19][C:20]1[CH:21]=[C:22]([CH:25]=[CH:26][CH:27]=1)[CH2:23][S:18][C:9]1[NH:8][C@H:7]([C:1]2[CH:2]=[CH:3][CH:4]=[CH:5][CH:6]=2)[C@H:11]([C:12]2[CH:13]=[CH:14][CH:15]=[CH:16][CH:17]=2)[N:10]=1 |f:3.4|. Procedure details: A mixture of intermediate 25 (200 mg, 0.786 mmol) and 3-chlorobenzyl chloride (0.199 mL, 1.57 mmol) in abs. EtOH (2 mL) is heated at 95° C. for 24 h. The reaction mixture is cooled to RT, evaporated to dryness, and the residue suspended in Et2O. The insoluble material is filtered to give 196 mg of the product 203. 1H NMR (DMSO-d6) δ 11.37 (s, 2 H), 7.85-7.45 (m, 4 H), 7.20-6.90 (m, 6 H), 6.90-6.60 (m, 4 H), 5.78 (s, 2 H), 4.93 (s, 2 H); MS: m/z 379 (M++1). Starting materials: FC(C1=CC=C(C=C1)C(C)=O)(F)F (4′-(trifluoromethyl)acetophenone), NC(=S)N (thiourea), raw materials. Yields the product NC=1SC=C(N1)C1=CC=C(C=C1)C(F)(F)F (2-Amino-4-[4-(trifluoromethyl)phenyl]thiazole). Yield: 77.5%. Reaction SMILES: [F:1][C:2]([F:13])([F:12])[C:3]1[CH:8]=[CH:7][C:6]([C:9](=O)[CH3:10])=[CH:5][CH:4]=1.[NH2:14][C:15]([NH2:17])=[S:16]>>[NH2:17][C:15]1[S:16][CH:10]=[C:9]([C:6]2[CH:7]=[CH:8][C:3]([C:2]([F:13])([F:12])[F:1])=[CH:4][CH:5]=2)[N:14]=1. Procedure details: Using 4′-(trifluoromethyl)acetophenone and thiourea as the raw materials, the same operation as the Example 395(1) gave the title compound.